Dataset: the Open Reaction Database (ORD), a public repository of structured organic reaction records. Task: describe an organic reaction: reactants, conditions, products, and yield Yields the product O=CN1CCCn2nccc21. Starting materials: O=C([O-])O, CC(=O)OC(C)=O, O=CO, ClCCl, [Na+], c1cc2n(n1)CCCN2. Reaction SMILES: [C:20](=[O:21])([OH:22])[O-:23].[CH3:1][C:2]([O:3][C:5]([CH3:4])=[O:7])=[O:6].[CH:8]([OH:9])=[O:10].[Cl:25][CH2:26][Cl:27].[Na+:24].[n:11]1[cH:12][cH:13][c:14]2[n:15]1[CH2:16][CH2:17][CH2:18][NH:19]2>>[CH:5](=[O:7])[N:19]1[c:14]2[cH:13][cH:12][n:11][n:15]2[CH2:16][CH2:17][CH2:18]1. The reactants are C1(CC1)NC1=C(C(=NC=2N1N=CC2C=C2NC(NC2=O)=O)S(=O)(=O)C)C#N (7-(cyclopropylamino)-3-((2,5-dioxoimidazolidin-4-ylidene)methyl)-5-(methylsulfonyl)pyrazolo[1,5-a]pyrimidine-6-carbonitrile), C1(CC1)NC1=C(C(=NC=2N1N=CC2C=C2NC(NC2=O)=O)S(=O)C)C#N (7-(cyclopropylamino)-3-((2,5-dioxoimidazolidin-4-ylidene)methyl)-5-(methylsulfinyl)pyrazolo[1,5-a]pyrimidine-6-carbonitrile), ClC=1C=C(C=CC1)[C@@H](C)N ((R)-1-(3-chlorophenyl)ethanamine). Solvent: C(C)(C)O (i-propanol). Reaction conditions: temperature 90 celsius. Product: ClC=1C=C(C=CC1)C(C)NC1=NC=2N(C(=C1C#N)NC1CC1)N=CC2C=C2NC(NC2=O)=O (5-(1-(3-chlorophenyl)ethylamino)-7-(cyclopropylamino)-3-((2,5-dioxoimidazolidin-4-ylidene)methyl)pyrazolo[1,5-a]pyrimidine-6-carbonitrile). As a reaction SMILES: [CH:1]1([NH:4][C:5]2[N:10]3[N:11]=[CH:12][C:13]([CH:14]=[C:15]4[C:19](=[O:20])[NH:18][C:17](=[O:21])[NH:16]4)=[C:9]3[N:8]=[C:7](S(C)(=O)=O)[C:6]=2[C:26]#[N:27])[CH2:3][CH2:2]1.C1(NC2N3N=CC(C=C4C(=O)NC(=O)N4)=C3N=C(S(C)=O)C=2C#N)CC1.[Cl:54][C:55]1[CH:56]=[C:57]([C@H:61]([NH2:63])[CH3:62])[CH:58]=[CH:59][CH:60]=1>C(O)(C)C>[Cl:54][C:55]1[CH:56]=[C:57]([CH:61]([NH:63][C:7]2[C:6]([C:26]#[N:27])=[C:5]([NH:4][CH:1]3[CH2:3][CH2:2]3)[N:10]3[N:11]=[CH:12][C:13]([CH:14]=[C:15]4[C:19](=[O:20])[NH:18][C:17](=[O:21])[NH:16]4)=[C:9]3[N:8]=2)[CH3:62])[CH:58]=[CH:59][CH:60]=1. Procedure: The mixture of 7-(cyclopropylamino)-3-((2,5-dioxoimidazolidin-4-ylidene)methyl)-5-(methylsulfonyl)pyrazolo[1,5-a]pyrimidine-6-carbonitrile and 7-(cyclopropylamino)-3-((2,5-dioxoimidazolidin-4-ylidene)methyl)-5-(methylsulfinyl)pyrazolo[1,5-a]pyrimidine-6-carbonitrile (20 mg) was mixed with (R)-1-(3-chlorophenyl)ethanamine (33 mg) in i-propanol (0.5 mL). The reaction mixture was heated at 90° C. in the microwave for 1 hour. The reaction was cooled to room temperature and concentrated under vacuum.... Procedure: 5-(2-Dioxolanyl)thieno[2,3-b]thiophene-2-sulfonamide (2.59 g, 8.89 mmol) was suspended in acetone and p-toluenesulfonic acid (2.50 g, 13.1 mmol) was added. The mixture was stirred at room temperature for one hour at which time a solution was obtained. Water (2.0 mL) was added and stirring continued for 3 hours. A saturated solution of sodium bicarbonate (30 mL) was added dropwise, followed by the slow addition of water (40 mL). The resulting solution or mixture was seeded with a few crystals of ... Conditions: time 1 hour. Isolated yield 95.5%. Starting materials: O1C(OCC1)C1=CC2=C(S1)SC(=C2)S(=O)(=O)N (5-(2-Dioxolanyl)thieno[2,3-b]thiophene-2-sulfonamide), C([O-])(O)=O.[Na+] (sodium bicarbonate), O (water), C1(=CC=C(C=C1)S(=O)(=O)O)C (p-toluenesulfonic acid), O (Water). Reaction SMILES: [O:1]1CCO[CH:2]1[C:6]1[S:10][C:9]2[S:11][C:12]([S:14]([NH2:17])(=[O:16])=[O:15])=[CH:13][C:8]=2[CH:7]=1.C1(C)C=CC(S(O)(=O)=O)=CC=1.O.C(=O)(O)[O-].[Na+]>CC(C)=O>[CH:2]([C:6]1[S:10][C:9]2[S:11][C:12]([S:14]([NH2:17])(=[O:16])=[O:15])=[CH:13][C:8]=2[CH:7]=1)=[O:1] |f:3.4|. The product is C(=O)C1=CC2=C(S1)SC(=C2)S(=O)(=O)N (5-formylthieno[2,3-b]thiophene-2-sulfonamide). Solvent: CC(=O)C (acetone). Starting materials: ClCC1=NC2=CC(=C(C(=C2C=C1)OC)OC)OC (2-Chloromethyl-5,6,7-trimethoxyquinoline), N1CCNCC1 (piperazine). Product: COC1=C2C=CC(=NC2=CC(=C1OC)OC)CN1CCN(CC1)CC1=NC2=CC(=C(C(=C2C=C1)OC)OC)OC (N,N′-bis[(5,6,7-trimethoxyquinolin-2-yl)methyl]piperazine). Reaction SMILES: Cl[CH2:2][C:3]1[CH:12]=[CH:11][C:10]2[C:5](=[CH:6][C:7]([O:17][CH3:18])=[C:8]([O:15][CH3:16])[C:9]=2[O:13][CH3:14])[N:4]=1.[NH:19]1[CH2:24][CH2:23][NH:22][CH2:21][CH2:20]1>>[CH3:14][O:13][C:9]1[C:8]([O:15][CH3:16])=[C:7]([O:17][CH3:18])[CH:6]=[C:5]2[C:10]=1[CH:11]=[CH:12][C:3]([CH2:2][N:19]1[CH2:24][CH2:23][N:22]([CH2:2][C:3]3[CH:12]=[CH:11][C:10]4[C:5](=[CH:6][C:7]([O:17][CH3:18])=[C:8]([O:15][CH3:16])[C:9]=4[O:13][CH3:14])[N:4]=3)[CH2:21][CH2:20]1)=[N:4]2. Procedure details: 2-Chloromethyl-5,6,7-trimethoxyquinoline (400 mg) and piperazine (65 mg) were reacted in the same manner as in Example 1 to obtain the title compound as a free base.